From a dataset of the Open Reaction Database (ORD), a public repository of structured organic reaction records. describe an organic reaction: reactants, conditions, products, and yield Starting materials: C(CCC)N=C=S (n-butylisothiocyanate), BrCC(OC)OC (2-bromo-1,1-dimethoxyethane), [H-].[Na+] (NaH), CC(=O)C1=C(C=CC(=C1)Cl)OC (5-chloro-2-methoxyacetophenone), C1(=CC=C(C=C1)S(=O)(=O)O)C (p-toluenesulfonic acid). The solvent is CN(C)C=O (DMF), [Cl-].[Na+].O (brine), CN(C)C=O (DMF). Run at time 2 hour. Product: C(CCC)N1/C(/SC=C1)=C/C(=O)C1=C(C=CC(=C1)Cl)OC ((2Z)-2-(3-butyl-1,3-thiazol-2(3H)-ylidene)-1-(5-chloro-2-methoxyphenyl)ethanone). As a reaction SMILES: [H-].[Na+].[CH3:3][C:4]([C:6]1[CH:11]=[C:10]([Cl:12])[CH:9]=[CH:8][C:7]=1[O:13][CH3:14])=[O:5].[CH2:15]([N:19]=[C:20]=[S:21])[CH2:16][CH2:17][CH3:18].Br[CH2:23][CH:24](OC)OC.C1(C)C=CC(S(O)(=O)=O)=CC=1>CN(C=O)C.[Cl-].[Na+].O>[CH2:15]([N:19]1[CH:24]=[CH:23][S:21]/[C:20]/1=[CH:3]\[C:4]([C:6]1[CH:11]=[C:10]([Cl:12])[CH:9]=[CH:8][C:7]=1[O:13][CH3:14])=[O:5])[CH2:16][CH2:17][CH3:18] |f:0.1,7.8.9|. Procedure details: To a stirred suspension of NaH (60% in mineral oil, 0.04 g, 1 mmol) in anhydrous DMF (3 mL) at 0° C. was added 5-chloro-2-methoxyacetophenone (0.15 g, 1 mmol) followed by subsequent addition of n-butylisothiocyanate (0.24 mL, 2 mmol) in DMF (3 mL). The mixture was stirred at 0° C. for 2 hours after which 2-bromo-1,1-dimethoxyethane was added. The reaction mixture was stirred for 2 hr and then poured into brine, extracted with EtOAc. The organic layer was washed with brine (3×30 mL), dried (MgSO4... The reactants are CCOC(=O)CCc1cn(Cc2ccccc2OCc2nc(-c3ccccc3)oc2C)nc1OCC, CCO, Cl, [Na+], C1CCOC1, [OH-]. Product: CCOc1nn(Cc2ccccc2OCc2nc(-c3ccccc3)oc2C)cc1CCC(=O)O. Reaction SMILES: [CH2:1]([CH3:2])[O:3][c:4]1[n:5][n:6]([CH2:16][c:17]2[c:18]([O:23][CH2:24][c:25]3[n:26][c:27](-[c:31]4[cH:32][cH:33][cH:34][cH:35][cH:36]4)[o:28][c:29]3[CH3:30])[cH:19][cH:20][cH:21][cH:22]2)[cH:7][c:8]1[CH2:9][CH2:10][C:11](=[O:12])[O:13][CH2:14][CH3:15].[CH3:44][CH2:45][OH:46].[ClH:47].[Na+:38].[O:39]1[CH2:40][CH2:41][CH2:42][CH2:43]1.[OH-:37]>>[CH2:1]([CH3:2])[O:3][c:4]1[n:5][n:6]([CH2:16][c:17]2[c:18]([O:23][CH2:24][c:25]3[n:26][c:27](-[c:31]4[cH:32][cH:33][cH:34][cH:35][cH:36]4)[o:28][c:29]3[CH3:30])[cH:19][cH:20][cH:21][cH:22]2)[cH:7][c:8]1[CH2:9][CH2:10][C:11](=[O:12])[OH:13].